Dataset: the Open Reaction Database (ORD), a public repository of structured organic reaction records. Task: describe an organic reaction: reactants, conditions, products, and yield The reactants are Cl.COC(C(CCCCCCC#C)N)=O (2-Amino-dec-9-ynoic acid methyl ester hydrochloride), N#CN (cyanamide). Yields the product Cl.C(CCCCCC#C)C=1N=C(NC1)N (4-Oct-7-ynyl-1H-imidazol-2-ylamine hydrochloride). Isolated yield 53.0%. Reaction SMILES: [ClH:1].CO[C:4](=O)[CH:5]([NH2:14])[CH2:6][CH2:7][CH2:8][CH2:9][CH2:10][CH2:11][C:12]#[CH:13].[N:16]#[C:17][NH2:18]>>[ClH:1].[CH2:6]([C:5]1[N:14]=[C:17]([NH2:18])[NH:16][CH:4]=1)[CH2:7][CH2:8][CH2:9][CH2:10][CH2:11][C:12]#[CH:13] |f:0.1,3.4|. Procedure: 2-Amino-dec-9-ynoic acid methyl ester hydrochloride (1.50 g, 6.42 mmol) was treated to an Akabori reduction followed by a cyanamide condensation employing conditions previously reported to produce 4-Oct-7-ynyl-1H-imidazol-2-ylamine hydrochloride (0.774 g, 53%) as a pale yellow solid (Olofson et al., Journal of Organic Chemistry 1997, 62, (23), 7918-7919). 1H NMR (400 MHz, CD3OD) δ 6.09 (s, 1H), δ 2.19 (t, 2H), δ 1.95 (t, 1H), 1.93 (m, 2H), δ 1.39-1.11 (m, 8H) ppm; 13C NMR (75 MHz, CD3OD) δ 148.5... The reactants are CC(Cc1ccc2c(c1)OCO2)NC(=O)c1ccccc1, NC(=O)c1ccccc1. Product: CC1Cc2cc3c(cc2C(c2ccccc2)=N1)OCO3. RXN SMILES: [CH2:1]1[O:2][c:3]2[cH:4][c:5]([CH2:6][CH:7]([CH3:8])[NH:9][C:10]([c:11]3[cH:12][cH:13][cH:14][cH:15][cH:16]3)=[O:17])[cH:18][cH:19][c:20]2[O:21]1.[NH2:22][C:23]([c:24]1[cH:25][cH:26][cH:27][cH:28][cH:29]1)=[O:30]>>[CH2:1]1[O:2][c:3]2[cH:4][c:5]3[c:18]([cH:19][c:20]2[O:21]1)[C:10]([c:11]1[cH:12][cH:13][cH:14][cH:15][cH:16]1)=[N:9][CH:7]([CH3:8])[CH2:6]3.